Dataset: the Open Reaction Database (ORD), a public repository of structured organic reaction records. Task: describe an organic reaction: reactants, conditions, products, and yield The reactants are CO, O=[N+]([O-])c1ccc(Cl)nc1Cl, [H-], [Na+], O, Cc1ccccc1C. Product: COc1nc(Cl)ccc1[N+](=O)[O-]. RXN SMILES: [CH3:1][OH:2].[Cl:5][c:6]1[n:7][c:8]([Cl:15])[cH:9][cH:10][c:11]1[N+:12](=[O:13])[O-:14].[H-:3].[Na+:4].[OH2:16].[c:17]1([CH3:18])[c:19]([CH3:20])[cH:21][cH:22][cH:23][cH:24]1>>[CH3:1][O:2][c:6]1[n:7][c:8]([Cl:15])[cH:9][cH:10][c:11]1[N+:12](=[O:13])[O-:14]. Starting materials: BrC=1C=C2CC(NC2=CC1)=O (5-Bromo-1,3-dihydroindol-2-one), N1(CCCC1)CCCNC(=O)C=1NC(=C2CCCCC12)C=O (3-formyl-4,5,6,7-tetrahydro-2H-isoindole-1-carboxylic acid (3-pyrrolidin-1-ylpropyl)amide). Yields the product N1(CCCC1)CCCNC(=O)C=1NC(=C2CCCCC12)C=C1C(NC2=CC=C(C=C12)Br)=O (3-(5-Bromo-2-oxo-1,2-dihydroindol-3-ylidenemethyl)-4,5,6,7-tetrahydro-2H-isoindole-1-carboxylic acid (3-pyrrolidin-1-ylpropyl)amide). The yield is 21.9%. RXN SMILES: [Br:1][C:2]1[CH:3]=[C:4]2[C:8](=[CH:9][CH:10]=1)[NH:7][C:6](=[O:11])[CH2:5]2.[N:12]1([CH2:17][CH2:18][CH2:19][NH:20][C:21]([C:23]2[NH:24][C:25]([CH:32]=O)=[C:26]3[C:31]=2[CH2:30][CH2:29][CH2:28][CH2:27]3)=[O:22])[CH2:16][CH2:15][CH2:14][CH2:13]1>>[N:12]1([CH2:17][CH2:18][CH2:19][NH:20][C:21]([C:23]2[NH:24][C:25]([CH:32]=[C:5]3[C:4]4[C:8](=[CH:9][CH:10]=[C:2]([Br:1])[CH:3]=4)[NH:7][C:6]3=[O:11])=[C:26]3[C:31]=2[CH2:30][CH2:29][CH2:28][CH2:27]3)=[O:22])[CH2:16][CH2:15][CH2:14][CH2:13]1. Procedure details: 5-Bromo-1,3-dihydroindol-2-one (80 mg, 0.4 mmol) was condensed with 3-formyl-4,5,6,7-tetrahydro-2H-isoindole-1-carboxylic acid (3-pyrrolidin-1-ylpropyl)amide (120 mg) to give 43 mg (22%) of the title compound as a tan-orange solid. Starting materials: CCCCCC, CC#N, Cc1cc(O)n2nc(S(=O)(=O)Nc3c(Cl)cccc3Cl)nc2n1, O, O=P(Cl)(Cl)Cl. Yields the product Cc1cc(Cl)n2nc(S(=O)(=O)Nc3c(Cl)cccc3Cl)nc2n1. As a reaction SMILES: [CH3:29][CH2:30][CH2:31][CH2:32][CH2:33][CH3:34].[CH3:36][C:37]#[N:38].[Cl:1][c:2]1[c:3]([NH:9][S:10](=[O:11])(=[O:12])[c:13]2[n:14][n:15]3[c:16]([n:17][c:18]([CH3:22])[cH:19][c:20]3[OH:21])[n:23]2)[c:4]([Cl:8])[cH:5][cH:6][cH:7]1.[OH2:35].[P:24]([Cl:25])([Cl:26])([Cl:27])=[O:28]>>[Cl:1][c:2]1[c:3]([NH:9][S:10](=[O:11])(=[O:12])[c:13]2[n:14][n:15]3[c:16]([n:17][c:18]([CH3:22])[cH:19][c:20]3[Cl:26])[n:23]2)[c:4]([Cl:8])[cH:5][cH:6][cH:7]1.